This data is from the Open Reaction Database (ORD), a public repository of structured organic reaction records. The task is: describe an organic reaction: reactants, conditions, products, and yield Reactants: C(C)(C)(C)OC(=O)N(C(C1=C(C=CC(=C1)N1S(CCC1)(=O)=O)C(=O)N1CCN(CC1)C1=NC=C(C=C1C)C)=O)C(=O)OC(C)(C)C (N,N-di-tert-butyloxycarbonyl-2-[4-(3,5-dimethylpyridin-2-yl)piperazine-1-carbonyl]-5-(1,1-dioxo-1λ6-isothiazolidin-2-yl)benzamide), N1CCCC1 (pyrrolidine). The product is CC=1C(=NC=C(C1)C)N1CCN(CC1)C(=O)C1=C(C=C(C=C1)N1S(CCC1)(=O)=O)C(=O)N1CCCC1 ([4-(3,5-dimethylpyridin-2-yl)piperazin-1-yl][4-(1,1-dioxo-1λ6-isothiazolidin-2-yl)-2-(pyrrolidine-1-carbonyl)phenyl]methanone). As a reaction SMILES: C(OC([N:8]([C:40](OC(C)(C)C)=O)[C:9](=[O:39])[C:10]1[CH:15]=[C:14]([N:16]2[CH2:20][CH2:19][CH2:18][S:17]2(=[O:22])=[O:21])[CH:13]=[CH:12][C:11]=1[C:23]([N:25]1[CH2:30][CH2:29][N:28]([C:31]2[C:36]([CH3:37])=[CH:35][C:34]([CH3:38])=[CH:33][N:32]=2)[CH2:27][CH2:26]1)=[O:24])=O)(C)(C)C.N1C[CH2:50][CH2:49][CH2:48]1>>[CH3:37][C:36]1[C:31]([N:28]2[CH2:27][CH2:26][N:25]([C:23]([C:11]3[CH:12]=[CH:13][C:14]([N:16]4[CH2:20][CH2:19][CH2:18][S:17]4(=[O:21])=[O:22])=[CH:15][C:10]=3[C:9]([N:8]3[CH2:40][CH2:50][CH2:49][CH2:48]3)=[O:39])=[O:24])[CH2:30][CH2:29]2)=[N:32][CH:33]=[C:34]([CH3:38])[CH:35]=1. Procedure: Using N,N-di-tert-butyloxycarbonyl-2-[4-(3,5-dimethylpyridin-2-yl)piperazine-1-carbonyl]-5-(1,1-dioxo-1λ6-isothiazolidin-2-yl)benzamide (100 mg) described in Example 808 and pyrrolidine (15 μL) and by the reaction and treatment in the same manner as in Example 770, the title compound (56 mg) was obtained. The reactants are TEA, NC=1C(=NC(=C(C1)C(F)(F)F)Br)C(=O)NNC(CC1=CC=CC=C1)=O (3-amino-6-bromo-N′-(2-phenylacetyl)-5-(trifluoromethyl) picolinohydrazide), S(=O)(=O)(C1=CC=C(C)C=C1)Cl (TsCl). Solvent: C(Cl)(Cl)Cl (CHCl3). Conditions: temperature 65 celsius. The product is C(C1=CC=CC=C1)C1=NN=C(O1)C1=NC(=C(C=C1N)C(F)(F)F)Br (2-(5-Benzyl-1,3,4-oxadiazol-2-yl)-6-bromo-5-(trifluoromethyl)pyridin-3-amine). RXN SMILES: [NH2:1][C:2]1[C:3]([C:13]([NH:15][NH:16][C:17](=O)[CH2:18][C:19]2[CH:24]=[CH:23][CH:22]=[CH:21][CH:20]=2)=[O:14])=[N:4][C:5]([Br:12])=[C:6]([C:8]([F:11])([F:10])[F:9])[CH:7]=1.S(Cl)(C1C=CC(C)=CC=1)(=O)=O>C(Cl)(Cl)Cl>[CH2:18]([C:17]1[O:14][C:13]([C:3]2[C:2]([NH2:1])=[CH:7][C:6]([C:8]([F:11])([F:10])[F:9])=[C:5]([Br:12])[N:4]=2)=[N:15][N:16]=1)[C:19]1[CH:24]=[CH:23][CH:22]=[CH:21][CH:20]=1. Reported procedure: To a stirred suspension of 3-amino-6-bromo-N′-(2-phenylacetyl)-5-(trifluoromethyl) picolinohydrazide (106 mg, 0.254 mmol) in CHCl3 (2 ml) was added TEA (142 ul, 1.016 mmol) followed by TsCl (145 mg, 0.762 mmol). The mixture was heated to 65° C. for 3 h. The solvent was removed in vacuo and the resulting brown residue was suspended in EtOAc (10 ml). The mixture was washed with brine (10 ml), dried (MgSO4) and concentrated in vacuo. The crude product was purified by chromatography on silica elutin... Reactants: FC1=CC=C(C=C1)CC(=O)C1C(CCC(C1)C(F)(F)F)=O (2-(2-(4-Fluorophenyl)acetyl)-4-(trifluoromethyl)cyclohexanone), CC=1N(C=CN1)C1=CC=C(C=C1)NC(=N)N (1-(4-(2-methyl-1H-imidazol-1-yl)phenyl)guanidine), C([O-])([O-])=O.[K+].[K+] (potassium carbonate), CCO (EtOH). The solvent is O (water), C(Cl)Cl (DCM). Run at temperature 130 celsius. The product is FC1=CC=C(CC2=NC(=NC=3CCC(CC23)C(F)(F)F)NC2=CC=C(C=C2)N2C(=NC=C2)C)C=C1 (4-(4-fluorobenzyl)-N-(4-(2-methyl-1H-imidazol-1-yl)phenyl)-6-(trifluoromethyl)-5,6,7,8-tetrahydroquinazolin-2-amine). Yield: 24.9%. RXN SMILES: [F:1][C:2]1[CH:7]=[CH:6][C:5]([CH2:8][C:9]([CH:11]2[CH2:16][CH:15]([C:17]([F:20])([F:19])[F:18])[CH2:14][CH2:13][C:12]2=O)=O)=[CH:4][CH:3]=1.[CH3:22][C:23]1[N:24]([C:28]2[CH:33]=[CH:32][C:31]([NH:34][C:35]([NH2:37])=[NH:36])=[CH:30][CH:29]=2)[CH:25]=[CH:26][N:27]=1.C(=O)([O-])[O-].[K+].[K+].CCO>O.C(Cl)Cl>[F:1][C:2]1[CH:7]=[CH:6][C:5]([CH2:8][C:9]2[C:11]3[CH2:16][CH:15]([C:17]([F:20])([F:19])[F:18])[CH2:14][CH2:13][C:12]=3[N:36]=[C:35]([NH:34][C:31]3[CH:32]=[CH:33][C:28]([N:24]4[CH:25]=[CH:26][N:27]=[C:23]4[CH3:22])=[CH:29][CH:30]=3)[N:37]=2)=[CH:4][CH:3]=1 |f:2.3.4|. Reported procedure: 2-(2-(4-Fluorophenyl)acetyl)-4-(trifluoromethyl)cyclohexanone (75 mg, 0.25 mmol), 1-(4-(2-methyl-1H-imidazol-1-yl)phenyl)guanidine (53.4 mg, 0.25 mmol) and potassium carbonate (68.6 mg, 0.50 mmol) were added to a microwave vial. EtOH (3 mL) was added and the reaction was heated to 130° C. for 2 h. DCM (3 mL) and water (3 mL) were added. The organic phase was separated and the solvent was evaporated. The product was purified by preparative HPLC yielding 4-(4-fluorobenzyl)-N-(4-(2-methyl-1H-imidaz... Starting materials: C(CCC)[Li] (butyllithium), C(C#C)Br (propargyl bromide), ClC1=CC=2NC3=CC=CC=C3SC2C=C1 (2-chlorophenothiazine), ClC1=CC=2N(C3=CC=CC=C3SC2C=C1)[Li] (2-chloro-10-phenothiazinyllithium). Run in CCOCC (ether), CCOCC (ether). Run at temperature 0 celsius. The product is ClC1=CC=2N(C3=CC=CC=C3SC2C=C1)CC#C (2-Chloro-10-propargylphenothiazine). Reaction SMILES: [CH2:1]([Li])[CH2:2][CH2:3]C.[Cl:6][C:7]1[CH:20]=[CH:19][C:18]2[S:17][C:16]3[C:11](=[CH:12][CH:13]=[CH:14][CH:15]=3)[NH:10][C:9]=2[CH:8]=1.ClC1C=CC2SC3C(=CC=CC=3)N([Li])C=2C=1.C(Br)C#C>CCOCC>[Cl:6][C:7]1[CH:20]=[CH:19][C:18]2[S:17][C:16]3[C:11](=[CH:12][CH:13]=[CH:14][CH:15]=3)[N:10]([CH2:3][C:2]#[CH:1])[C:9]=2[CH:8]=1. Procedure details: To a solution containing 0.2 mole of butyllithium in 350 ml. of absolute ether (prepared in situ under nitrogen) were added 46.5 g. (0.2 mole) of 2-chlorophenothiazine while the mixture was maintained at -10° C. The reaction mixture was then allowed to stir for forty-five minutes at 0° C. To the resulting solution of 2-chloro-10-phenothiazinyllithium were added 30 g. (0.25 mole) of propargyl bromide in 30 ml. of absolute ether. This reaction mixture was allowed to stir at room temperature overni...